This data is from the Open Reaction Database (ORD), a public repository of structured organic reaction records. The task is: describe an organic reaction: reactants, conditions, products, and yield Starting materials: NC=1C=C2C(=C(N(C2=CC1)C)C(=O)N[C@@H](CC1=CC=CC=C1)C(=O)OCC)C1=CC=CC=C1 (ethyl N-[(5-amino-1-methyl-3-phenyl-1H-indol-2-yl)carbonyl]-L-phenylalaninate), C(C)(C)(C)C1=CC=C(C=C1)S(=O)(=O)Cl (4-tert-butylbenzenesulfonyl chloride). The product is C(C)(C)(C)C1=CC=C(C=C1)S(=O)(=O)NC=1C=C2C(=C(N(C2=CC1)C)C(=O)N[C@@H](CC1=CC=CC=C1)C(=O)O)C1=CC=CC=C1 (N-[(5-{[(4-tert-butylphenyl)sulfonyl]amino}-1-methyl-3-phenyl-1H-indol-2-yl)carbonyl]-L-phenylalanine). Reaction SMILES: [NH2:1][C:2]1[CH:3]=[C:4]2[C:8](=[CH:9][CH:10]=1)[N:7]([CH3:11])[C:6]([C:12]([NH:14][C@H:15]([C:23]([O:25]CC)=[O:24])[CH2:16][C:17]1[CH:22]=[CH:21][CH:20]=[CH:19][CH:18]=1)=[O:13])=[C:5]2[C:28]1[CH:33]=[CH:32][CH:31]=[CH:30][CH:29]=1.[C:34]([C:38]1[CH:43]=[CH:42][C:41]([S:44](Cl)(=[O:46])=[O:45])=[CH:40][CH:39]=1)([CH3:37])([CH3:36])[CH3:35]>>[C:34]([C:38]1[CH:43]=[CH:42][C:41]([S:44]([NH:1][C:2]2[CH:3]=[C:4]3[C:8](=[CH:9][CH:10]=2)[N:7]([CH3:11])[C:6]([C:12]([NH:14][C@H:15]([C:23]([OH:25])=[O:24])[CH2:16][C:17]2[CH:22]=[CH:21][CH:20]=[CH:19][CH:18]=2)=[O:13])=[C:5]3[C:28]2[CH:29]=[CH:30][CH:31]=[CH:32][CH:33]=2)(=[O:46])=[O:45])=[CH:40][CH:39]=1)([CH3:37])([CH3:35])[CH3:36]. Procedure: The title compound was prepared from ethyl N-[(5-amino-1-methyl-3-phenyl-1H-indol-2-yl)carbonyl]-L-phenylalaninate and 4-tert-butylbenzenesulfonyl chloride followed the procedure of Example 1 Step 3 as an off-white solid: 1H NMR (DMSO-d6) δ 1.24 (s, 9H, 2.85 (dd, J=13.9, 10.9 Hz, 1H, 3.16 (dd, J=13.9, 4.2 Hz, 1H, 3.48 (s, 3H, 4.66 (ddd, J=13.9, 10.9, 4.2 Hz, 1H, 7.05 (dd, J=8.9, 2.0 Hz, 1H, 7.12-7.32 (m, 11H, 7.40 (d, J=8.8 Hz, 1H, 7.53 (d, J=8.9 Hz, 2H, 7.58 (d, J=8.7 Hz, 2H, 8.98 (d, J=8.2 Hz,... The reactants are CCO, CCc1nc2c(cnn2CC)c(NC2CCN(C(N)=O)CC2)c1CN=[N+]=[N-]. Yields the product CCc1nc2c(cnn2CC)c(NC2CCN(C(N)=O)CC2)c1CN. RXN SMILES: [CH3:28][CH2:29][OH:30].[N:1](=[N+:2]=[N-:3])[CH2:4][c:5]1[c:6]([NH:18][CH:19]2[CH2:20][CH2:21][N:22]([C:25](=[O:26])[NH2:27])[CH2:23][CH2:24]2)[c:7]2[c:8]([n:9][c:10]1[CH2:11][CH3:12])[n:13]([CH2:16][CH3:17])[n:14][cH:15]2>>[NH2:1][CH2:4][c:5]1[c:6]([NH:18][CH:19]2[CH2:20][CH2:21][N:22]([C:25](=[O:26])[NH2:27])[CH2:23][CH2:24]2)[c:7]2[c:8]([n:9][c:10]1[CH2:11][CH3:12])[n:13]([CH2:16][CH3:17])[n:14][cH:15]2. The reactants are C(C1=CC=CC=C1)N1C(=C(C2=CC(=CC=C12)C1=CC=C(C=C1)OC)CC1=CC=CC=C1)C (1,3-dibenzyl-5-(4-methoxy-phenyl)-2-methyl-1H-indole), B(Br)(Br)Br (BBr3), solution. The solvent is C(Cl)Cl (CH2Cl2). Yields the product C(C1=CC=CC=C1)N1C(=C(C2=CC(=CC=C12)C1=CC=C(C=C1)O)CC1=CC=CC=C1)C (4-(1,3-Dibenzyl-2-methyl-1H-indol-5-yl)-phenol), product. The yield is 51.9%. Reaction SMILES: [CH2:1]([N:8]1[C:16]2[C:11](=[CH:12][C:13]([C:17]3[CH:22]=[CH:21][C:20]([O:23]C)=[CH:19][CH:18]=3)=[CH:14][CH:15]=2)[C:10]([CH2:25][C:26]2[CH:31]=[CH:30][CH:29]=[CH:28][CH:27]=2)=[C:9]1[CH3:32])[C:2]1[CH:7]=[CH:6][CH:5]=[CH:4][CH:3]=1.B(Br)(Br)Br>C(Cl)Cl>[CH2:1]([N:8]1[C:16]2[C:11](=[CH:12][C:13]([C:17]3[CH:22]=[CH:21][C:20]([OH:23])=[CH:19][CH:18]=3)=[CH:14][CH:15]=2)[C:10]([CH2:25][C:26]2[CH:31]=[CH:30][CH:29]=[CH:28][CH:27]=2)=[C:9]1[CH3:32])[C:2]1[CH:3]=[CH:4][CH:5]=[CH:6][CH:7]=1. Procedure details: The desired product was prepared using a procedure similar to step 4 of example 3. Thus, 1,3-dibenzyl-5-(4-methoxy-phenyl)-2-methyl-1H-indole (0.692 g, 1.657 mmol) was reacted with BBr3 (2.0 ml of a 1M solution in CH2Cl2) to give the product (0.347 g, 0.860 mmol, 52%) as an off-white solid, mp 170-171° C. 1H NMR (DMSO-d6) δ 2.34 (s, 3H), 4.09 (s, 2H), 5.41 (s, 2H), 6.79 (d, J=8.5 Hz, 2H), 6.98 (d, J=7.3 Hz, 2H), 7.09-7.14 (m, 1H), 7.20-7.23 (m, 6H), 7.28 (t, J=7.1 Hz, 2H), 7.35-7.38 (m, 3H), 7.5... Reactants: CNC, CCN=C=NCCCN(C)C, CC(C)NC(C)C, Cl, Cl, O=C(O)c1cn(-c2cccc([N+](=O)[O-])c2)cn1, CN(C)C=O, On1nnc2cccnc21. Product: CN(C)C(=O)c1cn(-c2cccc([N+](=O)[O-])c2)cn1. Reaction SMILES: [CH3:19][NH:20][CH3:21].[CH3:39][N:40]([CH3:41])[CH2:42][CH2:43][CH2:44][N:45]=[C:46]=[N:47][CH2:48][CH3:49].[CH:22]([NH:23][CH:24]([CH3:25])[CH3:26])([CH3:27])[CH3:28].[ClH:18].[ClH:50].[N+:1](=[O:2])([O-:3])[c:4]1[cH:5][c:6](-[n:10]2[cH:11][n:12][c:13]([C:15](=[O:16])[OH:17])[cH:14]2)[cH:7][cH:8][cH:9]1.[O:51]=[CH:52][N:53]([CH3:54])[CH3:55].[OH:29][n:30]1[c:31]2[n:32][cH:33][cH:34][cH:35][c:36]2[n:37][n:38]1>>[N+:1](=[O:2])([O-:3])[c:4]1[cH:5][c:6](-[n:10]2[cH:11][n:12][c:13]([C:15](=[O:17])[N:20]([CH3:19])[CH3:21])[cH:14]2)[cH:7][cH:8][cH:9]1.